From a dataset of the Open Reaction Database (ORD), a public repository of structured organic reaction records. describe an organic reaction: reactants, conditions, products, and yield The reactants are C(C)OC(COC1=C(C=C(C=C1)Br)CNCC(=O)OCC)=O (4-bromo-2-[(ethoxycarbonylmethylamino)methyl]phenoxyacetic acid ethyl ester), C(CC1=CC=CC=C1)N=C=O (phenethylisocyanate). Product: BrC1=CC(=C(OCC(=O)O)C=C1)CN1C(N(C(C1)=O)CCC1=CC=CC=C1)=O (4-Bromo-2-(2,4-dioxo-3-phenethylimidazolidin-1-ylmethyl)phenoxyacetic acid). Reaction SMILES: C([O:3][C:4](=[O:22])[CH2:5][O:6][C:7]1[CH:12]=[CH:11][C:10]([Br:13])=[CH:9][C:8]=1[CH2:14][NH:15][CH2:16][C:17]([O:19]CC)=O)C.[CH2:23]([N:31]=[C:32]=[O:33])[CH2:24][C:25]1[CH:30]=[CH:29][CH:28]=[CH:27][CH:26]=1>>[Br:13][C:10]1[CH:11]=[CH:12][C:7]([O:6][CH2:5][C:4]([OH:3])=[O:22])=[C:8]([CH2:14][N:15]2[CH2:16][C:17](=[O:19])[N:31]([CH2:23][CH2:24][C:25]3[CH:30]=[CH:29][CH:28]=[CH:27][CH:26]=3)[C:32]2=[O:33])[CH:9]=1. Reported procedure: Prepared from 4-bromo-2-[(ethoxycarbonylmethylamino)methyl]phenoxyacetic acid ethyl ester and phenethylisocyanate according to GP12: LC/MS (an10p8): Rt 2.2 min, m/z 445 [M−H]−; 1H NMR (DMSO-d6): δ 2.84 (t, J=7.2 Hz, 2H), 3.59 (t, J=7.2 Hz, 2H), 3.94 (s, 2H), 4.45 (s, 2H), 4.76 (s, 2H), 6.93 (d, J=8.6 Hz, 1H), 7.17-7.46 (m, 7H), 12.45 (br. s, 1H). Yields the product CC(C)CC(C(=O)NN(CC(C)C)C(=O)C(C)NC(=O)OCc1ccccc1)C(CCCc1ccccc1)C(=O)NOCc1ccccc1. RXN SMILES: [CH2:1]([c:2]1[cH:3][cH:4][cH:5][cH:6][cH:7]1)[O:8][C:9](=[O:10])[NH:11][CH:12]([CH3:13])[C:14](=[O:15])[N:16]([NH:17][C:18]([CH:19]([CH2:20][CH:21]([CH3:22])[CH3:23])[CH:24]([CH2:25][CH2:26][CH2:27][c:28]1[cH:29][cH:30][cH:31][cH:32][cH:33]1)[C:34](=[O:35])[OH:36])=[O:37])[CH2:38][CH:39]([CH3:40])[CH3:41].[CH2:42]([c:43]1[cH:44][cH:45][cH:46][cH:47][cH:48]1)[O:49][NH2:50].[CH2:52]([N:53]=[C:54]=[N:55][CH2:56][CH2:57][CH2:58][N:59]([CH3:60])[CH3:61])[CH3:62].[CH3:63][N:64]([CH3:65])[CH:66]=[O:67].[ClH:51].[OH2:68]>>[CH2:1]([c:2]1[cH:3][cH:4][cH:5][cH:6][cH:7]1)[O:8][C:9](=[O:10])[NH:11][CH:12]([CH3:13])[C:14](=[O:15])[N:16]([NH:17][C:18]([CH:19]([CH2:20][CH:21]([CH3:22])[CH3:23])[CH:24]([CH2:25][CH2:26][CH2:27][c:28]1[cH:29][cH:30][cH:31][cH:32][cH:33]1)[C:34](=[O:35])[NH:50][O:49][CH2:42][c:43]1[cH:44][cH:45][cH:46][cH:47][cH:48]1)=[O:37])[CH2:38][CH:39]([CH3:40])[CH3:41]. Reactants: CC(C)CC(C(=O)NN(CC(C)C)C(=O)C(C)NC(=O)OCc1ccccc1)C(CCCc1ccccc1)C(=O)O, NOCc1ccccc1, CCN=C=NCCCN(C)C, CN(C)C=O, Cl, O. Reactants: O (water), ClC1=NC(=CC(=C1)N1CCCC1)Cl (2,6-dichloro-4-pyrrolidino-pyridine), CC(C)([O-])C.[K+] (potassium tert-butoxide), FC(OC1=CC=C(C=C1)N)(F)F (4-trifluoromethoxyphenylamine). The reagents and catalysts are C(C)(=O)[O-].[Pd+2].C(C)(=O)[O-] (palladium(II)acetate), C=1C=CC(=CC1)P(C=2C=CC=CC2)C3=CC=C4C=CC=CC4=C3C5=C6C=CC=CC6=CC=C5P(C=7C=CC=CC7)C=8C=CC=CC8 (BINAP). The solvent is C1(=CC=CC=C1)C (toluene). Run at time 30 minute. The product is ClC1=CC(=CC(=N1)NC1=CC=C(C=C1)OC(F)(F)F)N1CCCC1 ((6-chloro-4-pyrrolidin-1-yl-pyridin-2-yl)-(4-trifluoromethoxy-phenyl)-amine). The yield is 44.6%. RXN SMILES: Cl[C:2]1[CH:7]=[C:6]([N:8]2[CH2:12][CH2:11][CH2:10][CH2:9]2)[CH:5]=[C:4]([Cl:13])[N:3]=1.CC(C)([O-])C.[K+].[F:20][C:21]([F:31])([F:30])[O:22][C:23]1[CH:28]=[CH:27][C:26]([NH2:29])=[CH:25][CH:24]=1.O>C1(C)C=CC=CC=1.C([O-])(=O)C.[Pd+2].C([O-])(=O)C.C1C=CC(P(C2C(C3C(P(C4C=CC=CC=4)C4C=CC=CC=4)=CC=C4C=3C=CC=C4)=C3C(C=CC=C3)=CC=2)C2C=CC=CC=2)=CC=1>[Cl:13][C:4]1[N:3]=[C:2]([NH:29][C:26]2[CH:27]=[CH:28][C:23]([O:22][C:21]([F:20])([F:30])[F:31])=[CH:24][CH:25]=2)[CH:7]=[C:6]([N:8]2[CH2:12][CH2:11][CH2:10][CH2:9]2)[CH:5]=1 |f:1.2,6.7.8|. Procedure: To a solution of 2,6-dichloro-4-pyrrolidino-pyridine (1.0 g, 4.62 mmol) in toluene (6 mL) were added potassium tert-butoxide (0.1556 g, 1.38 mmol), palladium(II)acetate (26 mg, 0.115 mmol), BINAP (36 mg, 0.057 mmol) and 4-trifluoromethoxyphenylamine (246 mg, 1.38 mmol), in a 10 mL reaction vessel. This reaction mixture was subjected the microwave radiation, in which the microwave power was 250 W, to attain a reaction temperature of 150° C. After this reaction proceeded for 30 min, water (200 mL)... Reactants: FC1=CC=CC=2C3=C(N(C12)C)CCN(C3=O)CC=3N=CNC3C (6-fluoro-2,3,4,5-tetrahydro-5-methyl-2-[(5-methyl-1H-imidazol -4-yl)methyl]-1H-pyrido[4,3-b]indol-1-one), [H-].[Na+] (sodium hydride), IC (iodomethane). Run in ClCCl (dichloromethane), CN(C)C=O (DMF). Reaction conditions: time 30 minute. Product: FC1=CC=CC=2C3=C(N(C12)C)CCN(C3=O)CC=3N=CN(C3C)C (6-Fluoro-2,3,4,5-tetrahydro-5-methyl-2-[(1,5-dimethyl-1H-imidazol-4-yl)methyl]-1H-pyrido[4,3-b]indol-1-one). Yield: 17.1%. As a reaction SMILES: [F:1][C:2]1[C:10]2[N:9]([CH3:11])[C:8]3[CH2:12][CH2:13][N:14]([CH2:17][C:18]4[N:19]=[CH:20][NH:21][C:22]=4[CH3:23])[C:15](=[O:16])[C:7]=3[C:6]=2[CH:5]=[CH:4][CH:3]=1.[H-].[Na+].I[CH3:27]>CN(C=O)C.ClCCl>[F:1][C:2]1[C:10]2[N:9]([CH3:11])[C:8]3[CH2:12][CH2:13][N:14]([CH2:17][C:18]4[N:19]=[CH:20][N:21]([CH3:27])[C:22]=4[CH3:23])[C:15](=[O:16])[C:7]=3[C:6]=2[CH:5]=[CH:4][CH:3]=1 |f:1.2|. Reported procedure: A stirred solution of 6-fluoro-2,3,4,5-tetrahydro-5-methyl-2-[(5-methyl-1H-imidazol -4-yl)methyl]-1H-pyrido[4,3-b]indol-1-one (347 mg) in dry DMF was treated with sodium hydride (73% dispersion in oil; 49 mg) and stirred under nitrogen for 30 min. The reaction mixture was then cooled to 0° and iodomethane (217 mg) was added dropwise. The reaction mixture was then allowed to warm to room temperature, with stirring being continued for 2 h. DMF was removed in vacuo and the residue was dissolved in ... The reactants are Cl (hydrogen chloride), 93.8, C(C)NS(O)(=O)=O (ethylsulfamic acid), C=O (paraformaldehyde), S(=O)(Cl)Cl (thionyl chloride), N1=CC=CC=C1 (pyridine), P(Cl)(Cl)(Cl)(Cl)Cl (phosphorus pentachloride). Run in ClCCCl (1,2-dichloroethane). Run at temperature 83 celsius. Product: C(C)N(S(=O)(=O)Cl)CCl (N-ethyl-N-chloromethylsulfamic acid chloride). Isolated yield 58.0%. As a reaction SMILES: C(N[S:4](=[O:7])(=O)[OH:5])C.C=O.[ClH:10].S(Cl)([Cl:13])=O.P(Cl)(Cl)(Cl)(Cl)Cl.[N:21]1[CH:26]=CC=[CH:23][CH:22]=1>ClCCCl>[CH2:22]([N:21]([CH2:26][Cl:13])[S:4]([Cl:10])(=[O:7])=[O:5])[CH3:23]. Procedure: A suspension of 93.8 parts of ethylsulfamic acid and 27 parts of paraformaldehyde in 650 parts of 1,2-dichloroethane is saturated with hydrogen chloride (72 parts) at from 10° to 15° C, whilst stirring. 0.2 part of pyridine and 142.8 parts of thionyl chloride are then added in the course of 15 minutes at 15° C. The reaction mixture is stirred for 1/2 hour at 25° C and 11/2 hour under reflux. 83.5 parts of phosphorus pentachloride are then added and the mixture is stirred for 4 hours under reflux... Reactants: COC=1C(CC(CC1)(C)C)=O (2-methoxy-5,5-dimethyl-cyclohex-2-enone), C(C(=O)OCC)(=O)OCC (diethyl oxalate), [H-].[Na+] (sodium hydride), Cl (HCl), oil. Run in O1CCCC1 (tetrahydrofuran), O1CCCC1 (tetrahydrofuran), O (water), O1CCCC1 (tetrahydrofuran). Conditions: time 15 minute. Product: COC=1C(C(C(CC1)(C)C)C(C(=O)OCC)=O)=O (Ethyl (3-methoxy-6,6-dimethyl-2-oxocyclohex-3-en-1-yl)(oxo)acetate). Isolated yield 2084.3%. Reaction SMILES: [H-].[Na+].[CH3:3][O:4][C:5]1[C:6](=[O:13])[CH2:7][C:8]([CH3:12])([CH3:11])[CH2:9][CH:10]=1.[C:14](OCC)(=[O:20])[C:15]([O:17][CH2:18][CH3:19])=[O:16].Cl>O1CCCC1.O>[CH3:3][O:4][C:5]1[C:6](=[O:13])[CH:7]([C:14](=[O:20])[C:15]([O:17][CH2:18][CH3:19])=[O:16])[C:8]([CH3:11])([CH3:12])[CH2:9][CH:10]=1 |f:0.1|. Reported procedure: 60% sodium hydride in mineral oil (2.41 g, 60.3 mmol) was suspended in anhydrous tetrahydrofuran (60 mL) under argon atmosphere and treated with a solution of 2-methoxy-5,5-dimethyl-cyclohex-2-enone (6.20 g, 40:2 mmol) in anhydrous tetrahydrofuran (50 mL). After 15 minutes, a solution of diethyl oxalate (8.17 mL, 60.3 mmol) in anhydrous tetrahydrofuran (50 mL) was added and the mixture was refluxed for 1 hour. The slurry was diluted with water (800 mL), acidified with 1N HCl (50 mL) and extracte...